Dataset: the Open Reaction Database (ORD), a public repository of structured organic reaction records. Task: describe an organic reaction: reactants, conditions, products, and yield Reaction SMILES: S([O-])(=O)(=O)C.CS(O[CH2:11][C:12]([O:24][CH2:25][CH3:26])([C:16]1[CH:21]=[CH:20][C:19]([Cl:22])=[CH:18][C:17]=1[Cl:23])[CH2:13][CH2:14][CH3:15])(=O)=O.[Na].[NH:28]1[CH:32]=[N:31][CH:30]=[N:29]1>CO>[N:28]1([CH2:11][C:12]([O:24][CH2:25][CH3:26])([C:16]2[CH:21]=[CH:20][C:19]([Cl:22])=[CH:18][C:17]=2[Cl:23])[CH2:13][CH2:14][CH3:15])[CH:32]=[N:31][CH:30]=[N:29]1 |^1:26|. Run at temperature 120 celsius. Reactants: S(C)(=O)(=O)[O-] (mesylate), CS(=O)(=O)OCC(CCC)(C1=C(C=C(C=C1)Cl)Cl)OCC (1-(methylsulfonyloxy)-2-ethoxy-2-(2,4-dichlorophenyl)-pentane), [Na] (sodium), [Na] (sodium), N1N=CN=C1 (1,2,4-triazole), N1N=CN=C1 (1,2,4-triazole). The product is N1(N=CN=C1)CC(CCC)(C1=C(C=C(C=C1)Cl)Cl)OCC (1-(1H-1,2,4-triazol-1-yl)-2-ethoxy-2-(2,4-dichlorophenyl)pentane). Procedure: The mesylate prepared in accordance with (a) is reacted with the sodium salt of 1,2,4-triazole. This is effected by dissolving 0.83 g of sodium in 30 ml of methanol, adding 2.5 g of 1,2,4-triazole and removing the solvent in vacuo. A solution of 8.55 g of the mesylate in 30 ml of dimethyl sulfoxide is added to the residual sodium salt. After being heated for 5 hours on a bath at 120° C., the mixture is cooled to room temperature and extracted with diethyl ether. The combined extracts are washed ... Run in CO (methanol). Starting materials: C1(CCCCC1)=O (cyclohexanone), C(C1=CC=CC=C1)=O (benzaldehyde), Cl (HCl). Solvent: C(C)O (ethanol). The product is C1(=CC=CC=C1)C=C1C(C(CCC1)=CC1=CC=CC=C1)=O (2,6-bis(phenylmethylene)cyclohexanone). Yield: 61.9%. As a reaction SMILES: [C:1]1(=[O:7])[CH2:6][CH2:5][CH2:4][CH2:3][CH2:2]1.[CH:8](=O)[C:9]1[CH:14]=[CH:13][CH:12]=[CH:11][CH:10]=1.Cl>C(O)C>[C:9]1([CH:8]=[C:2]2[CH2:3][CH2:4][CH2:5][C:6](=[CH:8][C:9]3[CH:14]=[CH:13][CH:12]=[CH:11][CH:10]=3)[C:1]2=[O:7])[CH:14]=[CH:13][CH:12]=[CH:11][CH:10]=1. Procedure details: A solution of 32.0 g (0.33 mole) of cyclohexanone, 70.0 g (0.66 mole) of benzaldehyde, 200 ml of ethanol and 20 ml of concentrated HCl is heated and then refluxed for one hour. Crystallization from the deep red solution occurs and after cooling the crystallized 2,6-bis(phenylmethylene)cyclohexanone is filtered and washed with cold ethanol and dried yielding 72.0 g; m.p. 114°-116° . This material is recrystallized from 120 ml of DMF (dimethylformamide) yielding 56.0 g (63%) of yellow 2,6-bis(phen... Reactants: [Cl-].[Al+3].[Cl-].[Cl-] (aluminum chloride), [Cl-].[Al+3].[Cl-].[Cl-] (aluminum chloride), ice water, C(C)OC(=O)C1OC2=C(O1)C=CC(=C2)C (5-methyl-1,3-benzodioxole-2-carboxylic acid ethyl ester), C(CC)N(S(=O)(=O)C1=CC=C(C(=O)Cl)C=C1)CCC (4-(dipropylsulfamoyl)-benzoyl chloride). Run in ClCCCl (1,2-dichloroethane). Conditions: time 30 minute. The product is C(C)OC(=O)C1OC2=C(O1)C=C(C(=C2)C(C2=CC=C(C=C2)S(N(CCC)CCC)(=O)=O)=O)C (5-[4-(dipropylsulfamoyl)-benzoyl]-6-methyl- 1,3-benzodioxole-2-carboxylic acid ethyl ester). As a reaction SMILES: [Cl-].[Al+3].[Cl-].[Cl-].[CH2:5]([O:7][C:8]([CH:10]1[O:14][C:13]2[CH:15]=[CH:16][C:17]([CH3:19])=[CH:18][C:12]=2[O:11]1)=[O:9])[CH3:6].[CH2:20]([N:23]([CH2:36][CH2:37][CH3:38])[S:24]([C:27]1[CH:35]=[CH:34][C:30]([C:31](Cl)=[O:32])=[CH:29][CH:28]=1)(=[O:26])=[O:25])[CH2:21][CH3:22]>ClCCCl>[CH2:5]([O:7][C:8]([CH:10]1[O:11][C:12]2[CH:18]=[C:17]([CH3:19])[C:16]([C:31](=[O:32])[C:30]3[CH:34]=[CH:35][C:27]([S:24](=[O:25])(=[O:26])[N:23]([CH2:20][CH2:21][CH3:22])[CH2:36][CH2:37][CH3:38])=[CH:28][CH:29]=3)=[CH:15][C:13]=2[O:14]1)=[O:9])[CH3:6] |f:0.1.2.3|. Procedure details: 46.6 g (0.35 mol) of aluminum chloride are added portionwise within 25 minutes at 5° to 10° C., with stirring, to a solution of 31.2 g (0.15 mol) of 5-methyl-1,3-benzodioxole-2-carboxylic acid ethyl ester and 54.7 g (0.18 mol) of 4-(dipropylsulfamoyl)-benzoyl chloride in 350 ml of 1,2-dichloroethane. The reaction mixture is then stirred for a further 90 minutes at 5°-10° C. and for 30 minutes at room temperature, after which time all the aluminum chloride has been dissolved. After standing for a...